describe an organic reaction: reactants, conditions, products, and yield From a dataset of the Open Reaction Database (ORD), a public repository of structured organic reaction records. Starting materials: ClC=1C=C(CNCCCNC2=NC3=CC=C(C=C3C(=C2)OC)C)C=CC1Cl (2-[3-(3,4-Dichlorobenzylamino)prop-1-ylamino]-4-methoxy-6-methylquinoline). Solvent: O1CCOCC1 (dioxane), Cl (HCl). Yields the product Cl.Cl.ClC=1C=C(CNCCCNC=2NC3=CC=C(C=C3C(C2)=O)C)C=CC1Cl (2-[3-(3,4-Dichlorobenzylamino)prop-1-ylamino]-6-methyl-1H-quinolin-4-one dihydrochloride). Yield: 237.5%. As a reaction SMILES: [Cl:1][C:2]1[CH:3]=[C:4]([CH:24]=[CH:25][C:26]=1[Cl:27])[CH2:5][NH:6][CH2:7][CH2:8][CH2:9][NH:10][C:11]1[CH:20]=[C:19]([O:21]C)[C:18]2[C:13](=[CH:14][CH:15]=[C:16]([CH3:23])[CH:17]=2)[N:12]=1>O1CCOCC1.Cl>[ClH:1].[ClH:1].[Cl:1][C:2]1[CH:3]=[C:4]([CH:24]=[CH:25][C:26]=1[Cl:27])[CH2:5][NH:6][CH2:7][CH2:8][CH2:9][NH:10][C:11]1[NH:12][C:13]2[C:18]([C:19](=[O:21])[CH:20]=1)=[CH:17][C:16]([CH3:23])=[CH:15][CH:14]=2 |f:3.4.5|. Procedure: 2-[3-(3,4-Dichlorobenzylamino)prop-1-ylamino]-4-methoxy-6-methylquinoline (50 mg, 0.12 mmol) in 2 ml dioxane and 5 ml concentrated aq. HCl was heated at 100° C. for 18 h. Volatiles were evaporated in vacuo and the residue was triturated with CHCl3 and filtered to give the title compound as a yellow powder, (44 mg, 76%). δH (CD3OD, 400 MHz) 1.97-2.08 (m, 2H, CH2CH2CH2), 2.35 (s, 3H, Ar—CH3), 3.12 (t, J=7.8, 2H, CH2CH2CH2), 3.53 (t, J=6.7, 2H, CH2CH2CH3), 4.13 (s, 2H, ArCH2N), 6.20 (s, 1H, HCC═O),... Starting materials: NC1=C(CNC(C2=CC(=C(C(=C2)OC)C)OC)=O)C=CC(=C1)C1=NOC(=N1)C (N-[2-Amino-4-(5-methyl-[1,2,4]oxadiazol-3-yl)-benzyl]-3,5-dimethoxy-4-methyl-benzamide), C1(CCCC1)=O (cyclopentanone), compound 11a. The product is C(N)(=N)C1=CC(=C(CNC(C2=CC(=C(C(=C2)OC)C)OC)=O)C=C1)NC1CCCC1 (N-(4-Carbamimidoyl-2-cyclopentylamino-benzyl)-3,5-dimethoxy-4-methyl-benzamide). RXN SMILES: [NH2:1][C:2]1[CH:22]=[C:21]([C:23]2[N:27]=C(C)O[N:24]=2)[CH:20]=[CH:19][C:3]=1[CH2:4][NH:5][C:6](=[O:18])[C:7]1[CH:12]=[C:11]([O:13][CH3:14])[C:10]([CH3:15])=[C:9]([O:16][CH3:17])[CH:8]=1.[C:29]1(=O)[CH2:33][CH2:32][CH2:31][CH2:30]1>>[C:23]([C:21]1[CH:20]=[CH:19][C:3]([CH2:4][NH:5][C:6](=[O:18])[C:7]2[CH:12]=[C:11]([O:13][CH3:14])[C:10]([CH3:15])=[C:9]([O:16][CH3:17])[CH:8]=2)=[C:2]([NH:1][CH:29]2[CH2:33][CH2:32][CH2:31][CH2:30]2)[CH:22]=1)(=[NH:27])[NH2:24]. Procedure details: Compound 1g (50 mg, 0.13 mmol) was reductively aminated with cyclopentanone (0.012 mL, 0.14 mmol) and subsequently hydrogenated following a procedure analogous to the preparation of compound 11a, to give example 12. ESI-MS m/e 411.4 (M+1). RXN SMILES: [O:1]([C:8]1[N:13]=[C:12]([CH2:14]O)[CH:11]=[CH:10][CH:9]=1)[C:2]1[CH:7]=[CH:6][CH:5]=[CH:4][CH:3]=1.P(Br)(Br)[Br:17]>CCOCC>[O:1]([C:8]1[N:13]=[C:12]([CH2:14][Br:17])[CH:11]=[CH:10][CH:9]=1)[C:2]1[CH:7]=[CH:6][CH:5]=[CH:4][CH:3]=1. Starting materials: O(C1=CC=CC=C1)C1=CC=CC(=N1)CO ((6-phenoxy-2-pyridyl)methanol), P(Br)(Br)Br (phosphorus tribromide), P(Br)(Br)Br (phosphorus tribromide). Procedure: To 8.45 mmol of (6-phenoxy-2-pyridyl)methanol in 75 ml ether is added, at -10°, 12.7 mmol of phosphorus tribromide. The solution is refluxed for 1 hour, after which approximately 1 ml of phosphorus tribromide is added and refluxing is continued for 2 hours. The reaction mixture is cooled to RT and resulting solid is filtered and washed with ether to yield the hydrogen bromide salt of (6-phenoxy-2-pyridyl)methyl bromide. Product: hydrogen bromide salt, O(C1=CC=CC=C1)C1=CC=CC(=N1)CBr ((6-phenoxy-2-pyridyl)methyl bromide). Solvent: CCOCC (ether). Conditions: time 2 hour. Starting materials: CC(=O)c1cccc(N=C=O)c1, NCCCN1Cc2ccc(F)cc2CC1Cc1ccc(F)cc1. Yields the product CC(=O)c1cccc(NC(=O)NCCCN2Cc3ccc(F)cc3CC2Cc2ccc(F)cc2)c1. Reaction SMILES: [C:24]([CH3:25])(=[O:26])[c:27]1[cH:28][c:29]([N:33]=[C:34]=[O:35])[cH:30][cH:31][cH:32]1.[F:1][c:2]1[cH:3][c:4]2[c:9]([cH:10][cH:11]1)[CH2:8][N:7]([CH2:12][CH2:13][CH2:14][NH2:15])[CH:6]([CH2:16][c:17]1[cH:18][cH:19][c:20]([F:23])[cH:21][cH:22]1)[CH2:5]2>>[F:1][c:2]1[cH:3][c:4]2[c:9]([cH:10][cH:11]1)[CH2:8][N:7]([CH2:12][CH2:13][CH2:14][NH:15][C:34]([NH:33][c:29]1[cH:28][c:27]([C:24]([CH3:25])=[O:26])[cH:32][cH:31][cH:30]1)=[O:35])[CH:6]([CH2:16][c:17]1[cH:18][cH:19][c:20]([F:23])[cH:21][cH:22]1)[CH2:5]2.